From a dataset of the Open Reaction Database (ORD), a public repository of structured organic reaction records. describe an organic reaction: reactants, conditions, products, and yield Reactants: oil, ClC1=CC=C(C=C1)C1=NC2=C(N1C(CO)C1CCCCC1)C=C(C(=C2)F)F (2-[2-(4-chloro-phenyl)-5,6-difluoro-benzoimidazol-1-yl]-2-cyclohexyl-ethanol), OC1=NC=C(C(=O)OC)C=C1 (methyl 6-hydroxynicotinate), N(=NC(=O)OC(C)(C)C)C(=O)OC(C)(C)C (di-tert-butyl azodicarboxylate). The product is COC(C1=CN=C(C=C1)OCC(C1CCCCC1)N1C(=NC2=C1C=C(C(=C2)F)F)C2=CC=C(C=C2)Cl)=O (6-{2-[2-(4-Chloro-phenyl)-5,6-difluoro-benzoimidazol-1-yl]-2-cyclohexyl-ethoxy}-nicotinic acid methyl ester). Reaction SMILES: [Cl:1][C:2]1[CH:7]=[CH:6][C:5]([C:8]2[N:12]([CH:13]([CH:16]3[CH2:21][CH2:20][CH2:19][CH2:18][CH2:17]3)[CH2:14][OH:15])[C:11]3[CH:22]=[C:23]([F:27])[C:24]([F:26])=[CH:25][C:10]=3[N:9]=2)=[CH:4][CH:3]=1.O[C:29]1[CH:38]=[CH:37][C:32]([C:33]([O:35][CH3:36])=[O:34])=[CH:31][N:30]=1.N(C(OC(C)(C)C)=O)=NC(OC(C)(C)C)=O>>[CH3:36][O:35][C:33](=[O:34])[C:32]1[CH:37]=[CH:38][C:29]([O:15][CH2:14][CH:13]([N:12]2[C:11]3[CH:22]=[C:23]([F:27])[C:24]([F:26])=[CH:25][C:10]=3[N:9]=[C:8]2[C:5]2[CH:6]=[CH:7][C:2]([Cl:1])=[CH:3][CH:4]=2)[CH:16]2[CH2:17][CH2:18][CH2:19][CH2:20][CH2:21]2)=[N:30][CH:31]=1. Procedure details: The title compound was prepared in analogy to Example 4, intermediate, from 2-[2-(4-chloro-phenyl)-5,6-difluoro-benzoimidazol-1-yl]-2-cyclohexyl-ethanol (Ex. 1, int. c) and methyl 6-hydroxynicotinate (commercially available) and replacing di-ethyl azodicarboxylate by di-tert-butyl azodicarboxylate. Colorless oil (78%). MS (Turbo Spray): m/z=526.2 [M+H]. The product is Cl.NCCCCCC(=O)NCC1=CC(=C(C(=O)OC)C(=C1)O)O (Methyl 4-[(6-Aminohexanoylamino)methyl]-2,6-dihydroxybenzoate Hydrochloride). Starting materials: Cl.NCC1=CC(=C(C(=O)OC)C(=C1)O)O (Methyl 4-(aminomethyl)-2,6-dihydroxybenzoate hydrochloride), C(C)(C)N(C(C)C)CC (N,N-diisopropylethylamine), C1(CCC(N1OC(CCCCCNC(=O)OC(C)(C)C)=O)=O)=O (N-tert-butoxycarbonyl-6-aminohexanoic acid succinimidyl ester). Run in CN(C=O)C (N,N-dimethylformamide). Procedure details: Methyl 4-(aminomethyl)-2,6-dihydroxybenzoate hydrochloride (1.50 grams, 6.4 mmoles) was suspended in anhydrous N,N-dimethylformamide (25 mL), and N,N-diisopropylethylamine (2.2 mL, 12.8 mmoles) was added, followed by N-tert-butoxycarbonyl-6-aminohexanoic acid succinimidyl ester (2.10 grams, 6.4 mmoles). The mixture was stirred under dry nitrogen for 4 hours, during which time all solids dissolved. The solvent was then evaporated to leave a light brown syrup, which was partitioned between ethyl a... As a reaction SMILES: [ClH:1].[NH2:2][CH2:3][C:4]1[CH:13]=[C:12]([OH:14])[C:7]([C:8]([O:10][CH3:11])=[O:9])=[C:6]([OH:15])[CH:5]=1.C(N(CC)C(C)C)(C)C.C1(=O)N([O:30][C:31](=O)[CH2:32][CH2:33][CH2:34][CH2:35][CH2:36][NH:37]C(OC(C)(C)C)=O)C(=O)CC1>CN(C)C=O>[ClH:1].[NH2:37][CH2:36][CH2:35][CH2:34][CH2:33][CH2:32][C:31]([NH:2][CH2:3][C:4]1[CH:5]=[C:6]([OH:15])[C:7]([C:8]([O:10][CH3:11])=[O:9])=[C:12]([OH:14])[CH:13]=1)=[O:30] |f:0.1,5.6|. Conditions: time 4 hour. Solvent: C(C)OCC (diethyl ether). Reaction SMILES: [CH:1]([N:4](C(OC(C)(C)C)=O)[CH2:5][CH2:6][CH2:7][N:8](C(OC(C)(C)C)=O)[CH2:9]/[CH:10]=[CH:11]/[CH2:12][N:13](C(OC(C)(C)C)=O)[CH2:14][CH2:15][CH2:16][N:17]([CH2:25][CH2:26][CH3:27])C(OC(C)(C)C)=O)([CH3:3])[CH3:2].[ClH:49]>C(OCC)C>[ClH:49].[ClH:49].[ClH:49].[ClH:49].[CH:1]([NH:4][CH2:5][CH2:6][CH2:7][NH:8][CH2:9]/[CH:10]=[CH:11]/[CH2:12][NH:13][CH2:14][CH2:15][CH2:16][NH:17][CH2:25][CH2:26][CH3:27])([CH3:3])[CH3:2] |f:3.4.5.6.7|. Product: Cl.Cl.Cl.Cl.C(C)(C)NCCCNC\C=C\CNCCCNCCC ((E)-1-Isopropyl-14-propyl-1,5,10,14-tetraazatetradec-7-ene tetrahydrochloride). The reactants are C(C)(C)N(CCCN(C\C=C\CN(CCCN(C(=O)OC(C)(C)C)CCC)C(=O)OC(C)(C)C)C(=O)OC(C)(C)C)C(=O)OC(C)(C)C ((E)-1-isopropyl-14-propyl-1,5,10,14-tetra-BOC-1,5,10,14-tetraazatetradec-7-ene), Cl (hydrochloric acid). Procedure details: A mixture of 0.24 g (0.35 mmol) of (E)-1-isopropyl-14-propyl-1,5,10,14-tetra-BOC-1,5,10,14-tetraazatetradec-7-ene and 4 ml of 3N methanolic hydrochloric acid is stirred for 4 h at room temperature. Then the reaction mixture is diluted with 6 ml of diethyl ether and is worked up analogously to Example 1. The resulting title compound melts at >260° C. 1H-NMR (D2O): δ0.97(t,3H); 1.32(d,6H); 1.63-1.76(m,2H); 2.04-2.17(m,4H); 3.02(t,2H); 3.12-3.19(m,8H); 3.37-3.49(m,1H); 3.78(d,4H); 6.05-6.07(m,2H). Conditions: time 4 hour. Starting materials: BrC1=NC=2CCCCC2C=C1 (2-bromo-5,6,7,8-tetrahydroquinoline), FC1=C(C=CC=C1)B(O)O (2-fluorophenylboronic acid). Yields the product FC1=C(C=CC=C1)C1=NC=2CCCCC2C=C1 (2-(2-fluorophenyl)-5,6,7,8-tetrahydroquinoline). Reaction SMILES: Br[C:2]1[CH:11]=[CH:10][C:9]2[CH2:8][CH2:7][CH2:6][CH2:5][C:4]=2[N:3]=1.[F:12][C:13]1[CH:18]=[CH:17][CH:16]=[CH:15][C:14]=1B(O)O>>[F:12][C:13]1[CH:18]=[CH:17][CH:16]=[CH:15][C:14]=1[C:2]1[CH:11]=[CH:10][C:9]2[CH2:8][CH2:7][CH2:6][CH2:5][C:4]=2[N:3]=1. Procedure details: Subsequently, Suzuki-Miyaura conditions were applied as in FIG. 8 using 2-bromo-5,6,7,8-tetrahydroquinoline and 2-fluorophenylboronic acid to obtain the 2-(2-fluorophenyl)-5,6,7,8-tetrahydroquinoline precursor as depicted in FIG. 10. After isolation and purification by flash chromatography, this viscous yellow-orange liquid solidifies at room temperature. In general, 2-(2-fluorophenyl)-pyridine derivatives wore prepared in high yields (over 92%). Starting materials: FC1=CC2=C(C(N3[C@H](CO2)CCC3)=O)C=C1 ((S)-8-fluoro-2,3,11,11a-tetrahydro-1H,5H-pyrrolo[2,1-c][1,4]-benzoxazepine-5-one), C[O-].[Na+] (sodium methoxide). Solvent: O (water), CN(C=O)C (dimethylformamide). Run at temperature 110 celsius. Product: COC1=CC2=C(C(N3[C@H](CO2)CCC3)=O)C=C1 ((S)-8-Methoxy-2,3,11,11a-tetrahydro-1H,5H-pyrrolo[2,1-c][1,4]benzoxazepine-5-one). As a reaction SMILES: F[C:2]1[CH:16]=[CH:15][C:5]2[C:6](=[O:14])[N:7]3[CH2:13][CH2:12][CH2:11][C@H:8]3[CH2:9][O:10][C:4]=2[CH:3]=1.[CH3:17][O-:18].[Na+]>CN(C)C=O.O>[CH3:17][O:18][C:2]1[CH:16]=[CH:15][C:5]2[C:6](=[O:14])[N:7]3[CH2:13][CH2:12][CH2:11][C@H:8]3[CH2:9][O:10][C:4]=2[CH:3]=1 |f:1.2|. Procedure details: A solution of (S)-8-fluoro-2,3,11,11a-tetrahydro-1H,5H-pyrrolo[2,1-c][1,4]-benzoxazepine-5-one (0.5 g; 2.14 mmol), prepared as described in Example 5A, and sodium methoxide (0.244 g; 4.52 mmol) in dimethylformamide (2 mL) was heated at 110° C. for 3 h. The reaction was diluted with water and extracted with ethyl acetate and the organic layer washed with water then dried (Na2SO4) and evaporated in vacuo. The crude product was purified by chromatography on silica (eluting with 5% methanol in dichl... RXN SMILES: [CH3:1][O:2][C:3]1[CH:12]=[C:11]2[C:6]([C:7]([C:14]3[CH:19]=[CH:18][CH:17]=[CH:16][CH:15]=3)=[CH:8][C:9](=[O:13])[NH:10]2)=[CH:5][CH:4]=1.[H-].[Na+].[CH3:22]I.O>CN(C=O)C>[CH3:1][O:2][C:3]1[CH:12]=[C:11]2[C:6]([C:7]([C:14]3[CH:19]=[CH:18][CH:17]=[CH:16][CH:15]=3)=[CH:8][C:9](=[O:13])[N:10]2[CH3:22])=[CH:5][CH:4]=1 |f:1.2|. The reactants are COC1=CC=C2C(=CC(NC2=C1)=O)C1=CC=CC=C1 (7-methoxy-4-phenyl-2-quinolinone), [H-].[Na+] (NaH), O (H2O), CI (methyl iodide). Run at temperature 50 celsius, time 45 minute. Run in CN(C)C=O (DMF). Yields the product COC1=CC=C2C(=CC(N(C2=C1)C)=O)C1=CC=CC=C1 (7-Methoxy-1-methyl-4-phenyl-2-quinolinone). Procedure details: A solution of 7-methoxy-4-phenyl-2-quinolinone from Example 1, Step 2 (1.62 g) in DMF (30 mL) was treated with NaH (60% in mineral oil; 310 mg). After stirring at 50° C. for 45 min., the mixture was cooled to r.t. and methyl iodide (0.6 mL) was added. After 30 min., H2O (100 mL) was added and the resulting solution extracted with EtOAc (3×). The organics were washed with H2O (2×), brine, dried (MgSO4) and the solvents evaporated. Flash chromatography of the residue (silica gel; CHCl3 /EtOAc (4:1... Reactants: NC1=CC=C(C=C1)CN1C(=NC=2C1=NC(=CC2C)C)CC (3-(4-aminophenylmethyl)-5,7-dimethyl-2-ethyl-3H-imidazo [4,5-b]pyridine), oil, [H-].[Na+] (NaH), [H][H] (hydrogen), BrC1=C(C=CC=C1)CC(=O)OC (methyl 2-bromophenylacetate). The solvent is CN(C)C=O (DMF). Reaction conditions: time 18 hour. Yields the product C(=O)(OC)C(C1=CC=CC=C1)NC1=CC=C(C=C1)CN1C(=NC=2C1=NC(=CC2C)C)CC (3-[4-(N-(1-carbomethoxy-1-phenylmethyl)amino)phenylmethyl]-5,7-dimethyl-2-ethyl-3H-imidazo-[4,5-b]pyridine). The yield is 90.0%. Reaction SMILES: [NH2:1][C:2]1[CH:7]=[CH:6][C:5]([CH2:8][N:9]2[C:13]3=[N:14][C:15]([CH3:19])=[CH:16][C:17]([CH3:18])=[C:12]3[N:11]=[C:10]2[CH2:20][CH3:21])=[CH:4][CH:3]=1.[H-].[Na+].[H][H].Br[C:27]1[CH:32]=[CH:31][CH:30]=[CH:29][C:28]=1[CH2:33][C:34]([O:36][CH3:37])=[O:35]>CN(C=O)C>[C:34]([CH:33]([NH:1][C:2]1[CH:7]=[CH:6][C:5]([CH2:8][N:9]2[C:13]3=[N:14][C:15]([CH3:19])=[CH:16][C:17]([CH3:18])=[C:12]3[N:11]=[C:10]2[CH2:20][CH3:21])=[CH:4][CH:3]=1)[C:28]1[CH:29]=[CH:30][CH:31]=[CH:32][CH:27]=1)([O:36][CH3:37])=[O:35] |f:1.2|. Procedure: To a solution of 0.50 g (1.79 mmol) of 3-(4-aminophenylmethyl) -5,7-dimethyl-2-ethyl-3H-imidazo[4,5-b]pyridine (Step B, Example 25) in 4.0 mL DMF, was added 143 mg (3.57 mmol, 2.0 eq) of a 60% oil dispersion of NaH. When evolution of hydrogen ceased (approximately 5 min.), 1.04 mL (5.36 mmol, 3.0 eq) of methyl 2-bromophenylacetate was added, and the mixture was stirred for 18 hours. The DMF was removed in vacuo and the resultant brown oil was flash chromatographed with 2:1 ethyl acetate/hexane t...